Dataset: the Open Reaction Database (ORD), a public repository of structured organic reaction records. Task: describe an organic reaction: reactants, conditions, products, and yield Reactants: BrC1=CC(=C(C(=C1)F)I)F (4-bromo-2,6-difluoro-1-iodobenzene), C([O-])([O-])=O.[Na+].[Na+] (sodium carbonate), C(C)O (ethanol), C(CCCC)[C@@H]1CC[C@H](CC1)C1=CC=C(C=C1)B(O)O (4-(trans-4-pentylcyclohexyl)phenylboronic acid). The reagents and catalysts are C=1C=CC(=CC1)[P](C=2C=CC=CC2)(C=3C=CC=CC3)[Pd]([P](C=4C=CC=CC4)(C=5C=CC=CC5)C=6C=CC=CC6)([P](C=7C=CC=CC7)(C=8C=CC=CC8)C=9C=CC=CC9)[P](C=1C=CC=CC1)(C=1C=CC=CC1)C=1C=CC=CC1 (tetrakis(triphenylphosphine)palladium(0)). Run in CCOCC (ether), O (water), C1=CC=CC=C1 (benzene). Product: BrC1=CC(=C(C(=C1)F)C1=CC=C(C=C1)[C@@H]1CC[C@H](CC1)CCCCC)F (4-bromo-2,6-difluoro-4′-(trans-4-pentylcyclohexyl)biphenyl). The yield is 39.1%. RXN SMILES: C(O)C.[CH2:4]([C@H:9]1[CH2:14][CH2:13][C@H:12]([C:15]2[CH:20]=[CH:19][C:18](B(O)O)=[CH:17][CH:16]=2)[CH2:11][CH2:10]1)[CH2:5][CH2:6][CH2:7][CH3:8].[Br:24][C:25]1[CH:30]=[C:29]([F:31])[C:28](I)=[C:27]([F:33])[CH:26]=1.C(=O)([O-])[O-].[Na+].[Na+]>C1C=CC([P]([Pd]([P](C2C=CC=CC=2)(C2C=CC=CC=2)C2C=CC=CC=2)([P](C2C=CC=CC=2)(C2C=CC=CC=2)C2C=CC=CC=2)[P](C2C=CC=CC=2)(C2C=CC=CC=2)C2C=CC=CC=2)(C2C=CC=CC=2)C2C=CC=CC=2)=CC=1.CCOCC.O.C1C=CC=CC=1>[Br:24][C:25]1[CH:30]=[C:29]([F:31])[C:28]([C:18]2[CH:17]=[CH:16][C:15]([C@H:12]3[CH2:13][CH2:14][C@H:9]([CH2:4][CH2:5][CH2:6][CH2:7][CH3:8])[CH2:10][CH2:11]3)=[CH:20][CH:19]=2)=[C:27]([F:33])[CH:26]=1 |f:3.4.5,^1:43,45,64,83|. Procedure details: First, 50 ml of ethanol containing 5.61 g of 4-(trans-4-pentylcyclohexyl)phenylboronic acid dissolved therein, 50 ml of benzene containing 5.0 g of 4-bromo-2,6-difluoro-1-iodobenzene dissolved therein, 15.7 ml of a sodium carbonate aqueous solution with a concentration of 2.0 mol/l, and 0.45 g of tetrakis(triphenylphosphine)palladium(0) were put in an argon-replaced 200 ml flask, and stirred under reflux for 48 hours. After the reaction, water and ether were added to the reaction solution for ex... The reactants are B, CC(C)(C)NS(=O)(=O)c1cccc2c1CSC2=O, C1CCOC1, C1CCOC1. The product is CC(C)(C)NS(=O)(=O)c1cccc2c1CSC2. As a reaction SMILES: [BH3:24].[CH3:1][C:2]([CH3:3])([CH3:4])[NH:5][S:6](=[O:7])(=[O:8])[c:9]1[cH:10][cH:11][cH:12][c:13]2[c:17]1[CH2:16][S:15][C:14]2=[O:18].[O:19]1[CH2:20][CH2:21][CH2:22][CH2:23]1.[O:25]1[CH2:26][CH2:27][CH2:28][CH2:29]1>>[CH3:1][C:2]([CH3:3])([CH3:4])[NH:5][S:6](=[O:7])(=[O:8])[c:9]1[cH:10][cH:11][cH:12][c:13]2[c:17]1[CH2:16][S:15][CH2:14]2. Reactants: CC(C)(C)[O-], NC(=O)c1cc(Cl)ccn1, [K+], Nc1ccc(O)c(F)c1, CN(C)C=O. Yields the product NC(=O)c1cc(Oc2ccc(N)cc2F)ccn1. RXN SMILES: [CH3:10][C:11]([CH3:12])([O-:13])[CH3:14].[Cl:16][c:17]1[cH:18][c:19]([C:23](=[O:24])[NH2:25])[n:20][cH:21][cH:22]1.[K+:15].[NH2:1][c:2]1[cH:3][c:4]([F:9])[c:5]([OH:8])[cH:6][cH:7]1.[O:26]=[CH:27][N:28]([CH3:29])[CH3:30]>>[NH2:1][c:2]1[cH:3][c:4]([F:9])[c:5]([O:8][c:17]2[cH:18][c:19]([C:23](=[O:24])[NH2:25])[n:20][cH:21][cH:22]2)[cH:6][cH:7]1. The reactants are [Br-], C1CCOC1, [Mg+]CC1CCCCC1, CCOC(=O)c1ccc(N2CCC(=O)CC2)cc1. Yields the product CCOC(=O)c1ccc(N2CCC(O)(CC3CCCCC3)CC2)cc1. As a reaction SMILES: [Br-:1].[CH2:28]1[O:29][CH2:30][CH2:31][CH2:32]1.[CH:2]1([CH2:8][Mg+:9])[CH2:3][CH2:4][CH2:5][CH2:6][CH2:7]1.[O:10]=[C:11]1[CH2:12][CH2:13][N:14]([c:17]2[cH:18][cH:19][c:20]([C:21](=[O:22])[O:23][CH2:24][CH3:25])[cH:26][cH:27]2)[CH2:15][CH2:16]1>>[CH:2]1([CH2:8][C:11]2([OH:10])[CH2:12][CH2:13][N:14]([c:17]3[cH:18][cH:19][c:20]([C:21](=[O:22])[O:23][CH2:24][CH3:25])[cH:26][cH:27]3)[CH2:15][CH2:16]2)[CH2:3][CH2:4][CH2:5][CH2:6][CH2:7]1. Reactants: Br, CC(=O)O, [Cu]Br, O=N[O-], Nc1ccc(N2CCC(c3ccccc3)CC2)cc1, [Na+], O. Product: Brc1ccc(N2CCC(c3ccccc3)CC2)cc1. Reaction SMILES: [BrH:24].[CH3:25][C:26](=[O:27])[OH:28].[Cu:30][Br:31].[N:20]([O-:21])=[O:22].[NH2:1][c:2]1[cH:3][cH:4][c:5]([N:8]2[CH2:9][CH2:10][CH:11]([c:14]3[cH:15][cH:16][cH:17][cH:18][cH:19]3)[CH2:12][CH2:13]2)[cH:6][cH:7]1.[Na+:23].[OH2:29]>>[c:2]1([Br:24])[cH:3][cH:4][c:5]([N:8]2[CH2:9][CH2:10][CH:11]([c:14]3[cH:15][cH:16][cH:17][cH:18][cH:19]3)[CH2:12][CH2:13]2)[cH:6][cH:7]1. Reactants: C1(=CC=CC=C1)CC1=CC=C(C=C1)NC(OCC)=O (Ethyl [4-(phenylmethyl)phenyl]carbamate), COC(CNC)OC (N-(2,2-dimethoxyethyl)methanamine). Run in C1(=CC=CC=C1)C (toluene). Yields the product C1(=CC=CC=C1)CC1=CC=C(C=C1)NC(=O)N(C)CC(OC)OC (N-[4-(phenylmethyl)phenyl]-N'-(2,2-dimethoxyethyl)-N'-methylurea). As a reaction SMILES: [C:1]1([CH2:7][C:8]2[CH:13]=[CH:12][C:11]([NH:14][C:15](=[O:19])OCC)=[CH:10][CH:9]=2)[CH:6]=[CH:5][CH:4]=[CH:3][CH:2]=1.[CH3:20][O:21][CH:22]([O:26][CH3:27])[CH2:23][NH:24][CH3:25]>C1(C)C=CC=CC=1>[C:1]1([CH2:7][C:8]2[CH:9]=[CH:10][C:11]([NH:14][C:15]([N:24]([CH2:23][CH:22]([O:26][CH3:27])[O:21][CH3:20])[CH3:25])=[O:19])=[CH:12][CH:13]=2)[CH:2]=[CH:3][CH:4]=[CH:5][CH:6]=1. Reported procedure: Ethyl [4-(phenylmethyl)phenyl]carbamate (0.1 mole) and toluene (100 ml) are charged into a glass reaction vessel fitted with a mechanical stirrer, thermometer and condenser. N-(2,2-dimethoxyethyl)methanamine (0.15 mole) is added to the vessel and the mixture is refluxed for 16 hours. Solvent is then removed by mild warming under reduced pressure to yield the desired product N-[4-(phenylmethyl)phenyl]-N'-(2,2-dimethoxyethyl)-N'-methylurea.